Dataset: the Open Reaction Database (ORD), a public repository of structured organic reaction records. Task: describe an organic reaction: reactants, conditions, products, and yield Reactants: CN1C[C@@H](CCC1)CO ((R)-(1-methylpiperidin-3-yl)methanol), [H-].[Na+] (Sodium hydride), CC1=CC=C(C=C1)N1CCN(CC1)C(=O)OC1=CC=C(C=C1)[N+](=O)[O-] (4-nitrophenyl 4-(4-methylphenyl)piperazine-1-carboxylate), CC1=CC=C(C=C1)N1CCN(CC1)C(=O)OC1=CC=C(C=C1)[N+](=O)[O-] (4-nitrophenyl 4-(4-methylphenyl)piperazine-1-carboxylate). Run in C1CCOC1 (THF), C1CCOC1 (THF), CCCCCCC (heptane). Run at temperature 0 celsius, time 18 hour. Yields the product CC1=CC=C(C=C1)N1CCN(CC1)C(=O)OC[C@H]1CN(CCC1)C ([(3R)-1-methylpiperidin-3-yl]methyl 4-(4-methylphenyl)piperazine-1-carboxylate). Isolated yield 32.0%. Reaction SMILES: [H-].[Na+].[CH3:3][N:4]1[CH2:9][CH2:8][CH2:7][C@@H:6]([CH2:10][OH:11])[CH2:5]1.[CH3:12][C:13]1[CH:18]=[CH:17][C:16]([N:19]2[CH2:24][CH2:23][N:22]([C:25](OC3C=CC([N+]([O-])=O)=CC=3)=[O:26])[CH2:21][CH2:20]2)=[CH:15][CH:14]=1>CCCCCCC.C1COCC1>[CH3:12][C:13]1[CH:14]=[CH:15][C:16]([N:19]2[CH2:20][CH2:21][N:22]([C:25]([O:11][CH2:10][C@@H:6]3[CH2:7][CH2:8][CH2:9][N:4]([CH3:3])[CH2:5]3)=[O:26])[CH2:23][CH2:24]2)=[CH:17][CH:18]=1 |f:0.1|. Procedure: Sodium hydride (0.70 g, 60% dispersion in mineral oil, 17.5 mmol) was suspended in heptane (10 mL) under an argon atmosphere. The heptane was decanted off, and the flask was charged with THF (20 mL) and cooled to 0° C. A solution of (R)-(1-methylpiperidin-3-yl)methanol (0.75 g, 5.83 mmol) in THF (20 mL) was added drop-wise, followed by a solution of 4-nitrophenyl 4-(4-methylphenyl)piperazine-1-carboxylate (Intermediate 1; 2.19 g, 6.42 mmol) in THF (20 mL). The reaction mixture was allowed to war...